This data is from the Open Reaction Database (ORD), a public repository of structured organic reaction records. The task is: describe an organic reaction: reactants, conditions, products, and yield The reactants are O (water), solution, sodium bis-(2-methoxyethoxy)-dihydroaluminate, C(C)(C)(C)C(C=1C(=C(C(=NC1C(C)C)C(C)C)C(=O)OCC)C1=CC=C(C=C1)F)O[SiH](C)C (Ethyl 5-(tert.butyldimethylsilyloxymethyl)-2,6-diisopropyl-4-(4-fluorophenyl) -pyridine-3-carboxylate). The solvent is C1(=CC=CC=C1)C (toluene), O1CCCC1 (tetrahydrofuran). Run at time 8 hour. The product is C(C)(C)(C)C(C=1C(=NC(=C(C1C1=CC=C(C=C1)F)CO)C(C)C)C(C)C)O[SiH](C)C (3-(tert.Butyldimethylsilyloxymethyl)-2,6-diisopropyl-4-(4-fluorophenyl) -5-hydroxymethyl-pyridine). RXN SMILES: [C:1]([CH:5]([O:30][SiH:31]([CH3:33])[CH3:32])[C:6]1[C:7]([C:23]2[CH:28]=[CH:27][C:26]([F:29])=[CH:25][CH:24]=2)=[C:8]([C:18](OCC)=[O:19])[C:9]([CH:15]([CH3:17])[CH3:16])=[N:10][C:11]=1[CH:12]([CH3:14])[CH3:13])([CH3:4])([CH3:3])[CH3:2].O>C1(C)C=CC=CC=1.O1CCCC1>[C:1]([CH:5]([O:30][SiH:31]([CH3:33])[CH3:32])[C:6]1[C:11]([CH:12]([CH3:13])[CH3:14])=[N:10][C:9]([CH:15]([CH3:17])[CH3:16])=[C:8]([CH2:18][OH:19])[C:7]=1[C:23]1[CH:28]=[CH:27][C:26]([F:29])=[CH:25][CH:24]=1)([CH3:4])([CH3:3])[CH3:2]. Procedure details: 9.2 ml (32.2 mmol) of a 3.5 molar solution of sodium bis-(2-methoxyethoxy)-dihydroaluminate in toluene are added at 0° C. under nitrogen to a solution of 4.2 g (9.2 mmol) of the compound from Example V in 100 ml of dry tetrahydrofuran and the mixture is stirred overnight at room temperature. After cooling to 0° C., 100 ml of water are cautiously added dropwise and the mixture is extracted 3 times with 100 ml of ethyl acetate each time. The combined organic phases are washed once with saturated s...